From a dataset of the Open Reaction Database (ORD), a public repository of structured organic reaction records. describe an organic reaction: reactants, conditions, products, and yield Starting materials: COc1c2occc2c(OC)c2c(=O)cc(CSC)oc12, ClC(Cl)Cl. Product: COc1c2occc2c(O)c2c(=O)cc(CSC)oc12. As a reaction SMILES: [CH3:1][O:2][c:3]1[c:4]2[c:5]([c:6]([O:17][CH3:18])[c:7]3[c:8]1[c:9](=[O:16])[cH:10][c:11]([CH2:13][S:14][CH3:15])[o:12]3)[o:19][cH:20][cH:21]2.[CH:22]([Cl:23])([Cl:24])[Cl:25]>>[OH:2][c:3]1[c:4]2[c:5]([c:6]([O:17][CH3:18])[c:7]3[c:8]1[c:9](=[O:16])[cH:10][c:11]([CH2:13][S:14][CH3:15])[o:12]3)[o:19][cH:20][cH:21]2. Starting materials: C1CCC(CC1)N=C=NC2CCCCC2 (DCC), ClC=1C=C(C(=O)OC2=CC=C(C=C2)CCCCC)C=CC1O (4-pentylphenyl 3-chloro-4-hydroxybenzoate), ClC=1C=C(C(=O)O)C=CC1O (3-chloro-4-hydroxybenzoic acid), S(O)(O)(=O)=O (sulfuric acid), B(O)(O)O (boric acid), ClC(C(=O)O)C(C)C (2-chloro-3-methylbutyric acid). Solvent: C(Cl)Cl (methylene chloride). Yields the product ClC=1C=C(C(=O)OC2=CC=C(C=C2)CCCCC)C=CC1OC(C(C(C)C)Cl)=O (4-pentylphenyl 3-chloro-4-(2-chloro-3-methylbutyryloxy)-benzoate). RXN SMILES: C1CCC(N=C=NC2CCCCC2)CC1.[Cl:16][C:17]1[CH:18]=[C:19]([CH:34]=[CH:35][C:36]=1[OH:37])[C:20]([O:22][C:23]1[CH:28]=[CH:27][C:26]([CH2:29][CH2:30][CH2:31][CH2:32][CH3:33])=[CH:25][CH:24]=1)=[O:21].ClC1C=C(C=CC=1O)C(O)=O.S(=O)(=O)(O)O.B(O)(O)O.[Cl:58][CH:59]([CH:63]([CH3:65])[CH3:64])[C:60](O)=[O:61]>C(Cl)Cl>[Cl:16][C:17]1[CH:18]=[C:19]([CH:34]=[CH:35][C:36]=1[O:37][C:60](=[O:61])[CH:59]([Cl:58])[CH:63]([CH3:65])[CH3:64])[C:20]([O:22][C:23]1[CH:28]=[CH:27][C:26]([CH2:29][CH2:30][CH2:31][CH2:32][CH3:33])=[CH:25][CH:24]=1)=[O:21]. Procedure details: 0.012 m of DCC is added to 0.01 m of 4-pentylphenyl 3-chloro-4-hydroxybenzoate (obtainable by esterification of 3-chloro-4-hydroxybenzoic acid with 4-pentylphenyl with the addition of sulfuric acid and boric acid, J. org. Chem. Vol. 40 (1975) 2998), 0.012 m of 2-chloro-3-methylbutyric acid and 100 ml of methylene chloride at room temperature, with stirring. Further working up is carried out analogously to Example 3 to give 4-pentylphenyl 3-chloro-4-(2-chloro-3-methylbutyryloxy)-benzoate (optical...